This data is from the Open Reaction Database (ORD), a public repository of structured organic reaction records. The task is: describe an organic reaction: reactants, conditions, products, and yield The reactants are C(C)(=O)O[C@@H]1CC[C@H](CC1)C1=NC(=C2N1C=CN=C2C)C2=CC(=C(C=C2)NC(=O)C=2N(C1=CC=CC(=C1C2)OC)C)OC ((trans)-4-(1-(3-methoxy-4-(4-methoxy-1-methyl-1H-indole-2-carboxamido)phenyl)-8-methylimidazo[1,5-a]pyrazin-3-yl)cyclohexyl acetate), [OH-].[K+] (potassium hydroxide), Cl (hydrochloric acid). Solvent: C(C)#N (acetonitrile), O (water). Conditions: temperature 110 celsius. Yields the product O[C@@H]1CC[C@H](CC1)C1=NC(=C2N1C=CN=C2C)C2=CC(=C(C=C2)NC(=O)C=2N(C1=CC=CC(=C1C2)OC)C)OC (N-(4-(3-((trans)-4-hydroxycyclohexyl)-8-methylimidazo[1,5-a]pyrazin-1-yl)-2-methoxyphenyl)-4-methoxy-1-methyl-1H-indole-2-carboxamide). The yield is 38.2%. As a reaction SMILES: C([O:4][C@H:5]1[CH2:10][CH2:9][C@H:8]([C:11]2[N:15]3[CH:16]=[CH:17][N:18]=[C:19]([CH3:20])[C:14]3=[C:13]([C:21]3[CH:26]=[CH:25][C:24]([NH:27][C:28]([C:30]4[N:31]([CH3:41])[C:32]5[C:37]([CH:38]=4)=[C:36]([O:39][CH3:40])[CH:35]=[CH:34][CH:33]=5)=[O:29])=[C:23]([O:42][CH3:43])[CH:22]=3)[N:12]=2)[CH2:7][CH2:6]1)(=O)C.[OH-].[K+].Cl>C(#N)C.O>[OH:4][C@H:5]1[CH2:10][CH2:9][C@H:8]([C:11]2[N:15]3[CH:16]=[CH:17][N:18]=[C:19]([CH3:20])[C:14]3=[C:13]([C:21]3[CH:26]=[CH:25][C:24]([NH:27][C:28]([C:30]4[N:31]([CH3:41])[C:32]5[C:37]([CH:38]=4)=[C:36]([O:39][CH3:40])[CH:35]=[CH:34][CH:33]=5)=[O:29])=[C:23]([O:42][CH3:43])[CH:22]=3)[N:12]=2)[CH2:7][CH2:6]1 |f:1.2|. Procedure: To (trans)-4-(1-(3-methoxy-4-(4-methoxy-1-methyl-1H-indole-2-carboxamido)phenyl)-8-methylimidazo[1,5-a]pyrazin-3-yl)cyclohexyl acetate (0.034 mmol, 20 mg) in acetonitrile (0.5 ml) and water (0.5 ml) was added potassium hydroxide (0.172 mmol, 9.65 mg) and the mixture was stirred at 110° C. After one hour the reaction mixture was neutralized with 2N hydrochloric acid, extracted with dichloromethane three times, the combined organic layers were dried (sodium sulfate) and concentrated in vacuo. The ...